This data is from the Open Reaction Database (ORD), a public repository of structured organic reaction records. The task is: describe an organic reaction: reactants, conditions, products, and yield Reaction SMILES: [N:1]1[CH:6]=[CH:5][CH:4]=[C:3]2[CH2:7][O:8][C:9](=[O:10])[C:2]=12.[Li+].CC([N-]C(C)C)C.CS([C:23]1[N:28]=[C:27]([O:29][CH3:30])[CH:26]=[C:25]([O:31][CH3:32])[N:24]=1)(=O)=O.Cl>C1COCC1>[CH3:32][O:31][C:25]1[CH:26]=[C:27]([O:29][CH3:30])[N:28]=[C:23]([CH:7]2[C:3]3[C:2](=[N:1][CH:6]=[CH:5][CH:4]=3)[C:9](=[O:10])[O:8]2)[N:24]=1 |f:1.2|. Starting materials: CS(=O)(=O)C1=NC(=CC(=N1)OC)OC (2-methylsulfonyl-4,6-dimethoxypyrimidine), Cl (HCl), N1=C2C(=CC=C1)COC2=O (furo [3,4-b]pyridine-7(5H)-one), [Li+].CC(C)[N-]C(C)C (LDA). Run in C1CCOC1 (THF), C1CCOC1 (THF). Yields the product COC1=NC(=NC(=C1)OC)C1OC(C2=NC=CC=C21)=O (5-(4,6-dimethoxy-2-pyrimidinyl)-furo[3,4-b]pyridine-7(5H)-one). Procedure details: A solution of 1.3 g (0.0096 mols) of furo [3,4-b]pyridine-7(5H)-one in 50 ml of dry THF is cooled to -75° C. and 8 ml (0.0192 mols) of 2.5M LDA added dropwise over 5 minutes. The mixture is allowed to react for 1 hr at -750° C. and 2.1 g (0.0096 mol) of 2-methylsulfonyl-4,6-dimethoxypyrimidine in 30 ml of dry THF added dropwise over 10 minutes. The mixture is allowed to warm to RT, 1.6 ml of HCl added and the THF evaporated off. The residue is dissolved in 75 ml of CH2Cl2, washed with water (2×5... Reactants: N[C@H](C(=O)O)CC1=CC=C(C=C1)OCCC=1N=C(OC1C)C1=CC=C(C=C1)F ((2S)-2-amino-3-(4-{2-[2-(4-fluorophenyl)-5-methyl-1,3-oxazol-4-yl]ethoxy}phenyl)propanoic acid), COC([C@@H](NC(=O)OC(C)(C)C)CC1=CC=C(C=C1)O)=O (N-(Boc)-L-Tyrosine methyl ester), CC1=C(N=C(O1)C1=CC=CC=C1)CO ([5-methyl-2-phenyl-1,3-oxazol-4-yl]methanol). Yields the product Amino acid, N[C@H](C(=O)O)CC1=CC=C(C=C1)OCC=1N=C(OC1C)C1=CC=CC=C1 ((2S)-2-amino-3-{4-[(5-methyl-2-phenyl-1,3-oxazol-4-yl)methoxy]phenyl}propanoic acid). RXN SMILES: N[C@@H](CC1C=CC(OC[CH2:15][C:16]2[N:17]=[C:18]([C:22]3[CH:27]=[CH:26][C:25](F)=[CH:24][CH:23]=3)[O:19][C:20]=2[CH3:21])=CC=1)C(O)=O.C[O:30][C:31](=[O:49])[C@H:32]([CH2:41][C:42]1[CH:47]=[CH:46][C:45]([OH:48])=[CH:44][CH:43]=1)[NH:33]C(OC(C)(C)C)=O.CC1OC(C2C=CC=CC=2)=NC=1CO>>[NH2:33][C@@H:32]([CH2:41][C:42]1[CH:43]=[CH:44][C:45]([O:48][CH2:15][C:16]2[N:17]=[C:18]([C:22]3[CH:23]=[CH:24][CH:25]=[CH:26][CH:27]=3)[O:19][C:20]=2[CH3:21])=[CH:46][CH:47]=1)[C:31]([OH:49])=[O:30]. Reported procedure: Amino acid Intermediate 54 was prepared as described for the preparation of Intermediate 46. From 187 mg of N-(Boc)-L-Tyrosine methyl ester and 120 mg of Intermediate 8D (with DIAD replacing DEAD) was prepared 116 mg (53% overall yield) of the title compound as a solid. 1H NMR (DMSO-d6, 300 MHz) δ7.89-7.85 (m, 2H), 7.43-7.36 (m, 3H), 7.12 (d, 2H, J=8.5), 6.9 (d, 2H, J=8.5), 4.9 (s, 2H), 3.63 (m, 1H), 3.0 (dd, 1H, J=14.4, 4.5), 2.85 (dd, 1H, J=14.4, 8.1), 2.37 (s, 3H); low resolution MS (ES+)m/e ... The reactants are ClC1=CC=C(C=C1)C=1C=C(C=NC1OCC(F)(F)F)C(=O)O (5-(4-chlorophenyl)-6-(2,2,2-trifluoroethoxy)-3-pyridinecarboxylic acid), FC(C(=O)O)(F)F.C(C)(C)(C)[Si](OCCCN(N)C)(C)C (N-[3-(t-butyl-dimethyl-silanyloxy)-propyl]-N-methyl-hydrazine trifluoroacetate), silyl. The product is ClC1=CC=C(C=C1)C=1C=C(C=NC1OCC(F)(F)F)C(=O)NN(C)CCCO (5-(4-Chlorophenyl)-N′-(3-hydroxypropyl)-N′-methyl-6-(2,2,2-trifluoroethoxy)-3-pyridinecarboxylic acid hydrazide). As a reaction SMILES: [Cl:1][C:2]1[CH:7]=[CH:6][C:5]([C:8]2[CH:9]=[C:10]([C:20]([OH:22])=O)[CH:11]=[N:12][C:13]=2[O:14][CH2:15][C:16]([F:19])([F:18])[F:17])=[CH:4][CH:3]=1.FC(F)(F)C(O)=O.C([Si](C)(C)[O:35][CH2:36][CH2:37][CH2:38][N:39]([CH3:41])[NH2:40])(C)(C)C>>[Cl:1][C:2]1[CH:7]=[CH:6][C:5]([C:8]2[CH:9]=[C:10]([C:20]([NH:40][N:39]([CH2:38][CH2:37][CH2:36][OH:35])[CH3:41])=[O:22])[CH:11]=[N:12][C:13]=2[O:14][CH2:15][C:16]([F:19])([F:17])[F:18])=[CH:4][CH:3]=1 |f:1.2|. Reported procedure: The title compound was synthesized in analogy to Example 1 using 5-(4-chlorophenyl)-6-(2,2,2-trifluoroethoxy)-3-pyridinecarboxylic acid (CAN 1018782-82-5) and N-[3-(t-butyl-dimethyl-silanyloxy)-propyl]-N-methyl-hydrazine trifluoroacetate (1:1) as starting materials; the silyl protecting group was lost during reaction and work-up; LC-MS (UV peak area/ESI) 91.5%, 418.1139 (M+H)+. Reactants: COC=1C=C(C(=O)N2CC(CC2)(CC2=CC=CC=C2)CCN2CCC(CC2)NC2=NC3=C(N2CCOCC)C=CC=C3)C=C(C1OC)OC (1-(3,4,5-trimethoxybenzoyl)-3-(2-(4-(1-(2-ethoxyethyl)-1H-benzimidazol-2-yl-amino)piperidin-1-yl)ethyl)-3-(phenylmethyl)pyrrolidine), CS(=O)(=O)O (methanesulfonic acid), C(C)OCC (diethyl ether). The solvent is C(C)(=O)OCC (ethyl acetate). Conditions: time 1 hour. The product is CS(=O)(=O)O.COC=1C=C(C(=O)N2CC(CC2)(CC2=CC=CC=C2)CCN2CCC(CC2)NC2=NC3=C(N2CCOCC)C=CC=C3)C=C(C1OC)OC (1-(3,4,5-trimethoxybenzoyl)-3-(2-(4-(1-(2-ethoxyethyl)-1H-benzimidazol-2-yl-amino)piperidin-1-yl)ethyl)-3-(phenylmethyl)pyrrolidine Methanesulfonic Acid Salt). Reaction SMILES: [CH3:1][O:2][C:3]1[CH:4]=[C:5]([CH:43]=[C:44]([O:48][CH3:49])[C:45]=1[O:46][CH3:47])[C:6]([N:8]1[CH2:12][CH2:11][C:10]([CH2:20][CH2:21][N:22]2[CH2:27][CH2:26][CH:25]([NH:28][C:29]3[N:33]([CH2:34][CH2:35][O:36][CH2:37][CH3:38])[C:32]4[CH:39]=[CH:40][CH:41]=[CH:42][C:31]=4[N:30]=3)[CH2:24][CH2:23]2)([CH2:13][C:14]2[CH:19]=[CH:18][CH:17]=[CH:16][CH:15]=2)[CH2:9]1)=[O:7].[CH3:50][S:51]([OH:54])(=[O:53])=[O:52].C(OCC)C>C(OCC)(=O)C>[CH3:50][S:51]([OH:54])(=[O:53])=[O:52].[CH3:49][O:48][C:44]1[CH:43]=[C:5]([CH:4]=[C:3]([O:2][CH3:1])[C:45]=1[O:46][CH3:47])[C:6]([N:8]1[CH2:12][CH2:11][C:10]([CH2:20][CH2:21][N:22]2[CH2:27][CH2:26][CH:25]([NH:28][C:29]3[N:33]([CH2:34][CH2:35][O:36][CH2:37][CH3:38])[C:32]4[CH:39]=[CH:40][CH:41]=[CH:42][C:31]=4[N:30]=3)[CH2:24][CH2:23]2)([CH2:13][C:14]2[CH:19]=[CH:18][CH:17]=[CH:16][CH:15]=2)[CH2:9]1)=[O:7] |f:4.5|. Procedure: Combine 1-(3,4,5-trimethoxybenzoyl)-3-(2-(4-(1-(2-ethoxyethyl)-1H-benzimidazol-2-yl-amino)piperidin-1-yl)ethyl)-3-(phenylmethyl)pyrrolidine (0.45 g, 0.67 mmol) and methanesulfonic acid (0.14 g, 1.4 mmol) in ethyl acetate (5 mL). Heat to reflux. After 1 hour, allow to cool to ambient temperature. After 12 hours, add diethyl ether to give a solid. Collect the solid by filtration to give, after drying, the title compound. The reactants are CC(=O)OC1CSC(Oc2cncc(Br)c2)C(OC(C)=O)C1OC(C)=O, OB(O)c1ccnc(Cl)c1. Product: CC(=O)OC1CSC(Oc2cncc(-c3ccnc(Cl)c3)c2)C(OC(C)=O)C1OC(C)=O. As a reaction SMILES: [C:1]([CH3:2])(=[O:3])[O:4][CH:5]1[CH:6]([O:7][c:8]2[cH:9][n:10][cH:11][c:12]([Br:14])[cH:13]2)[S:15][CH2:16][CH:17]([O:23][C:24]([CH3:25])=[O:26])[CH:18]1[O:19][C:20]([CH3:21])=[O:22].[Cl:27][c:28]1[n:29][cH:30][cH:31][c:32]([B:34]([OH:35])[OH:36])[cH:33]1>>[C:1]([CH3:2])(=[O:3])[O:4][CH:5]1[CH:6]([O:7][c:8]2[cH:9][n:10][cH:11][c:12](-[c:32]3[cH:31][cH:30][n:29][c:28]([Cl:27])[cH:33]3)[cH:13]2)[S:15][CH2:16][CH:17]([O:23][C:24]([CH3:25])=[O:26])[CH:18]1[O:19][C:20]([CH3:21])=[O:22].